From a dataset of the Open Reaction Database (ORD), a public repository of structured organic reaction records. describe an organic reaction: reactants, conditions, products, and yield Reactants: C(C)OC(=O)C1(CC2=CC=CC=C2C1)NC(C1=C(C(=CC=C1)C)C(=CCC)CC)=O (2-[2-(-1-Ethyl-but-1-enyl)-3-methyl-benzoylamino]-indan-2-carboxylic acid ethyl ester), [OH-].[K+] (KOH), O (water). Solvent: CCO (EtOH). Conditions: time 8 hour. Product: C(C)C(=CCC)C1=C(C(=O)NC2(CC3=CC=CC=C3C2)C(=O)O)C=CC=C1C (2-[2-(-1-Ethyl-but-1-enyl)-3-methyl-benzoylamino]-indan-2-carboxylic acid). The yield is 96.6%. As a reaction SMILES: C([O:3][C:4]([C:6]1([NH:15][C:16](=[O:30])[C:17]2[CH:22]=[CH:21][CH:20]=[C:19]([CH3:23])[C:18]=2[C:24]([CH2:28][CH3:29])=[CH:25][CH2:26][CH3:27])[CH2:14][C:13]2[C:8](=[CH:9][CH:10]=[CH:11][CH:12]=2)[CH2:7]1)=[O:5])C.[OH-].[K+].O>CCO>[CH2:28]([C:24]([C:18]1[C:19]([CH3:23])=[CH:20][CH:21]=[CH:22][C:17]=1[C:16]([NH:15][C:6]1([C:4]([OH:5])=[O:3])[CH2:14][C:13]2[C:8](=[CH:9][CH:10]=[CH:11][CH:12]=2)[CH2:7]1)=[O:30])=[CH:25][CH2:26][CH3:27])[CH3:29] |f:1.2|. Procedure: The mixture of 2-[2-(-1-ethyl-but-1-enyl)-3-methyl-benzoylamino]-indan-2-carboxylic acid ethyl ester (128) (503 mg, 1.24 mmol) and KOH (1 g, 17.9 mmol) is dissolved in EtOH (10 mL) and water (1 mL) under a water bath. The water bath is removed when KOH is completely dissolved and the resulting reaction solution is stirred at RT for 8 h. After concentration in vacuo, the residue is dissolved in water (40 mL) and acidified with conc. HCl until pH˜3. The precipitate is filtered to give a pure produ... Reactants: C1(=CC=CC=C1)C=1C=C(C(NN1)=O)C(=O)N (6-Phenyl-3-oxo-2H-pyridazine-4-carboxamide), P(=O)(Cl)(Cl)Cl (phosphorus oxychloride), O (water). Reaction conditions: temperature 80 celsius. Product: ClC=1N=NC(=CC1C#N)C1=CC=CC=C1 (3-Chloro-4-cyano-6-phenylpyridazine). Reaction SMILES: [C:1]1([C:7]2[CH:8]=[C:9]([C:14]([NH2:16])=O)[C:10](=O)[NH:11][N:12]=2)[CH:6]=[CH:5][CH:4]=[CH:3][CH:2]=1.O.P(Cl)(Cl)([Cl:20])=O>>[Cl:20][C:10]1[N:11]=[N:12][C:7]([C:1]2[CH:6]=[CH:5][CH:4]=[CH:3][CH:2]=2)=[CH:8][C:9]=1[C:14]#[N:16]. Procedure: 1.5 g of the product obtained in Example 1 are dissolved in 20 ml of phosphorus oxychloride and the solution is then heated at 80° C. for 5 hours. The mixture is poured into 50 ml of water. A precipitate appears, which is filtered off and dried. The reactants are C(C)[Mg]Br.O1CCCC1 (ethyl magnesium bromide tetrahydrofuran), COCC1=CC=C(C=2N1N=C(C2)C(F)(F)F)C=O (7-methoxymethyl-2-trifluoromethyl-pyrazolo[1,5-a]pyridine-4-carboaldehyde), [Cl-].[NH4+] (ammonium chloride). The solvent is O1CCCC1 (tetrahydrofuran). Product: OC(CC)C=1C=2N(C(=CC1)COC)N=C(C2)C(F)(F)F (4-(1-hydroxypropyl)-7-methoxymethyl-2-trifluoromethyl-pyrazolo[1,5-a]pyridine). RXN SMILES: [CH2:1]([Mg]Br)[CH3:2].O1CCCC1.[CH3:10][O:11][CH2:12][C:13]1[N:18]2[N:19]=[C:20]([C:22]([F:25])([F:24])[F:23])[CH:21]=[C:17]2[C:16]([CH:26]=[O:27])=[CH:15][CH:14]=1.[Cl-].[NH4+]>O1CCCC1>[OH:27][CH:26]([C:16]1[C:17]2[N:18]([N:19]=[C:20]([C:22]([F:25])([F:24])[F:23])[CH:21]=2)[C:13]([CH2:12][O:11][CH3:10])=[CH:14][CH:15]=1)[CH2:1][CH3:2] |f:0.1,3.4|. Procedure details: In an argon atmosphere, a 0.97 mol/L ethyl magnesium bromide-tetrahydrofuran solution (12.0 mL) was added dropwise to a solution of the compound of Example 327 (2.00 g) in tetrahydrofuran (50 mL) at −78° C. The mixture was allowed to gradually warm to room temperature. A saturated aqueous ammonium chloride solution was added and the mixture was extracted with ethyl acetate (200 mL). The organic layer was washed sequentially with water and saturated brine and dried over anhydrous sodium sulfate. ... Reported procedure: A solution of {5-[1-(4-cyano-3-fluorophenyl)-1-hydroxyethyl]imidazol-1-yl}acetic acid, lithium salt from Step H (40 mg, 0.145 mmol), 1-amino-2-(3′-hydroxybiphenyl-2-yl)ethane from Example 6, Step C (33 mg, 0.155 mmol), 1-hydroxybenzotriazole hydrate (23 mg, 0.17 mmol), EDC (33 mg, 0.17 mmol), and N,N-diisopropylethylamine (40 mg, 0.31 mmol) in dry, degassed DMF (1 mL) was stirred at ambient temperature for 18 hrs. The solvent was removed under reduced pressure and the residue was partitioned bet... The reactants are C(#N)C1=C(C=C(C=C1)C(C)(O)C1=CN=CN1CC(=O)O)F ({5-[1-(4-cyano-3-fluorophenyl)-1-hydroxyethyl]imidazol-1-yl}acetic acid), [Li] (lithium), NCCC1=C(C=CC=C1)C1=CC(=CC=C1)O (1-amino-2-(3′-hydroxybiphenyl-2-yl)ethane), O.ON1N=NC2=C1C=CC=C2 (1-hydroxybenzotriazole hydrate), C(CCl)Cl (EDC), C(C)(C)N(C(C)C)CC (N,N-diisopropylethylamine). Reaction conditions: time 18 hour. RXN SMILES: [C:1]([C:3]1[CH:8]=[CH:7][C:6]([C:9]([C:12]2[N:16]([CH2:17][C:18]([OH:20])=O)[CH:15]=[N:14][CH:13]=2)([OH:11])[CH3:10])=[CH:5][C:4]=1[F:21])#[N:2].[Li].[NH2:23][CH2:24][CH2:25][C:26]1[CH:31]=[CH:30][CH:29]=[CH:28][C:27]=1[C:32]1[CH:37]=[CH:36][CH:35]=[C:34]([OH:38])[CH:33]=1.O.ON1C2C=CC=CC=2N=N1.C(Cl)CCl.C(N(CC)C(C)C)(C)C>>[C:1]([C:3]1[CH:8]=[CH:7][C:6]([C:9]([C:12]2[N:16]([CH2:17][C:18]([NH:23][CH2:24][CH2:25][C:26]3[CH:31]=[CH:30][CH:29]=[CH:28][C:27]=3[C:32]3[CH:37]=[CH:36][CH:35]=[C:34]([OH:38])[CH:33]=3)=[O:20])[CH:15]=[N:14][CH:13]=2)([OH:11])[CH3:10])=[CH:5][C:4]=1[F:21])#[N:2] |f:3.4,^1:21|. The product is C(#N)C1=C(C=C(C=C1)C(C)(O)C1=CN=CN1CC(=O)NCCC1=C(C=CC=C1)C1=CC(=CC=C1)O)F (2-{5-[1-(4-cyano-3-fluorophenyl)-1-hydroxyethyl]imidazol-1-yl}-N-[2-(3′-hydroxybiphenyl-2-yl)ethyl]acetamide). Reactants: CCN(CC)CC=CCc1ccc([N+](=O)[O-])cc1, CC(=O)O, Cl, [Fe], O. The product is CCN(CC)CC=CCc1ccc(N)cc1. As a reaction SMILES: [CH2:2]([CH3:3])[N:4]([CH2:5][CH:6]=[CH:7][CH2:8][c:9]1[cH:10][cH:11][c:12]([N+:15]([O-:16])=[O:17])[cH:13][cH:14]1)[CH2:18][CH3:19].[CH3:20][C:21](=[O:22])[OH:23].[ClH:1].[Fe:25].[OH2:24]>>[CH2:2]([CH3:3])[N:4]([CH2:5][CH:6]=[CH:7][CH2:8][c:9]1[cH:10][cH:11][c:12]([NH2:15])[cH:13][cH:14]1)[CH2:18][CH3:19].